Dataset: the Open Reaction Database (ORD), a public repository of structured organic reaction records. Task: describe an organic reaction: reactants, conditions, products, and yield Reported procedure: To a solution of tert-butyl 4-oxo-1-piperidinecarboxylate (0.50 g, 2.5 mmol, Aldrich) and 2.0 M methylamine in Tetrahydrofuran (10. mL, 20. mmol, Aldrich) was added sodium triacetoxyborohydride (1.3 g, 6.3 mmol). After stirring of the suspension overnight, the reaction was quenched with water and stirred for 1 hour. Brine was added and the product was extracted with two portions of DCM. The combined organic extracts were dried over sodium sulfate, filtered and concentrated. The product was used ... Solvent: O1CCCC1 (Tetrahydrofuran). Run at time 8 hour. The reactants are O=C1CCN(CC1)C(=O)OC(C)(C)C (tert-butyl 4-oxo-1-piperidinecarboxylate), CN (methylamine), C(C)(=O)O[BH-](OC(C)=O)OC(C)=O.[Na+] (sodium triacetoxyborohydride). RXN SMILES: O=[C:2]1[CH2:7][CH2:6][N:5]([C:8]([O:10][C:11]([CH3:14])([CH3:13])[CH3:12])=[O:9])[CH2:4][CH2:3]1.[CH3:15][NH2:16].C(O[BH-](OC(=O)C)OC(=O)C)(=O)C.[Na+]>O1CCCC1>[CH3:15][NH:16][CH:2]1[CH2:7][CH2:6][N:5]([C:8]([O:10][C:11]([CH3:14])([CH3:13])[CH3:12])=[O:9])[CH2:4][CH2:3]1 |f:2.3|. Product: CNC1CCN(CC1)C(=O)OC(C)(C)C (tert-butyl 4-(methylamino)piperidine-1-carboxylate).